From a dataset of the Open Reaction Database (ORD), a public repository of structured organic reaction records. describe an organic reaction: reactants, conditions, products, and yield Starting materials: C(=CC)C1=C(C(=O)NC2=CC=C(C=C2)N2C3=C(NC(CC2=O)=O)C2=CC=CC=C2C=C3)C=CC=C1 (5-[4-(2-Propenylbenzoylamino)phenyl]-1H-naphtho[1,2-b][1,4]diazepine-2,4(3H,5H)-dione). The reagents and catalysts are [C].[Pd] (palladiumcarbon). The solvent is CO (methanol), O1CCCC1 (tetrahydrofuran). Reaction conditions: time 16 hour. The product is C(CC)C1=C(C(=O)NC2=CC=C(C=C2)N2C3=C(NC(CC2=O)=O)C2=CC=CC=C2C=C3)C=CC=C1 (5-[4-(2-Propylbenzoylamino)phenyl]-1H-naphtho[1,2-b][1,4]diazepine-2,4(3H,5H)-dione). The yield is 46.5%. Reaction SMILES: [CH:1]([C:4]1[CH:35]=[CH:34][CH:33]=[CH:32][C:5]=1[C:6]([NH:8][C:9]1[CH:14]=[CH:13][C:12]([N:15]2[C:21](=[O:22])[CH2:20][C:19](=[O:23])[NH:18][C:17]3[C:24]4[C:29]([CH:30]=[CH:31][C:16]2=3)=[CH:28][CH:27]=[CH:26][CH:25]=4)=[CH:11][CH:10]=1)=[O:7])=[CH:2][CH3:3]>CO.O1CCCC1.[C].[Pd]>[CH2:1]([C:4]1[CH:35]=[CH:34][CH:33]=[CH:32][C:5]=1[C:6]([NH:8][C:9]1[CH:10]=[CH:11][C:12]([N:15]2[C:21](=[O:22])[CH2:20][C:19](=[O:23])[NH:18][C:17]3[C:24]4[C:29]([CH:30]=[CH:31][C:16]2=3)=[CH:28][CH:27]=[CH:26][CH:25]=4)=[CH:13][CH:14]=1)=[O:7])[CH2:2][CH3:3] |f:3.4|. Procedure: 5-[4-(2-Propenylbenzoylamino)phenyl]-1H-naphtho[1,2-b][1,4]diazepine-2,4(3H,5H)-dione (30 mg, 0.065 mmol) was dissolved in a mixture of methanol (0.3 mL) and tetrahydrofuran (0.3 mL), the atmosphere was substituted with argon, then the solution was added with 10% palladiumcarbon (3 mg), and the mixture was stirred for 16 hours under a hydrogen atmosphere. After completion of the reaction, the reaction mixture was filtered through Celite, and the solvent was evaporated under reduced pressure. The... Reactants: O=C([O-])[O-], C1CNC1, ClCCl, CC#N, [I-], [K+], [K+], [Na+], CC(Nc1ncnc2cc(OCCOS(C)(=O)=O)c([N+](=O)[O-])cc12)c1ccccc1. Product: CC(Nc1ncnc2cc(OCCN3CCC3)c([N+](=O)[O-])cc12)c1ccccc1. As a reaction SMILES: [C:1](=[O:2])([O-:3])[O-:4].[CH2:39]1[CH2:40][NH:41][CH2:42]1.[CH2:46]([Cl:47])[Cl:48].[CH3:43][C:44]#[N:45].[I-:8].[K+:5].[K+:6].[Na+:7].[c:9]1([CH:15]([CH3:16])[NH:17][c:18]2[n:19][cH:20][n:21][c:22]3[cH:23][c:24]([O:31][CH2:32][CH2:33][O:34][S:35]([CH3:36])(=[O:37])=[O:38])[c:25]([N+:28](=[O:29])[O-:30])[cH:26][c:27]23)[cH:10][cH:11][cH:12][cH:13][cH:14]1>>[c:9]1([CH:15]([CH3:16])[NH:17][c:18]2[n:19][cH:20][n:21][c:22]3[cH:23][c:24]([O:31][CH2:32][CH2:33][N:41]4[CH2:40][CH2:39][CH2:42]4)[c:25]([N+:28](=[O:29])[O-:30])[cH:26][c:27]23)[cH:10][cH:11][cH:12][cH:13][cH:14]1.